From a dataset of the Open Reaction Database (ORD), a public repository of structured organic reaction records. describe an organic reaction: reactants, conditions, products, and yield Starting materials: [Li]C(C)(C)C, C1CCOC1, CCOCC, Ic1c(-c2ccccc2)ccc2c1CCO2, [Na+], O=C=O, [OH-]. Product: O=C(O)c1c(-c2ccccc2)ccc2c1CCO2. As a reaction SMILES: [C:17]([Li:18])([CH3:19])([CH3:20])[CH3:21].[CH2:27]1[O:28][CH2:29][CH2:30][CH2:31]1.[CH3:32][CH2:33][O:34][CH2:35][CH3:36].[I:1][c:2]1[c:3](-[c:11]2[cH:12][cH:13][cH:14][cH:15][cH:16]2)[cH:4][cH:5][c:6]2[c:7]1[CH2:8][CH2:9][O:10]2.[Na+:26].[O:22]=[C:23]=[O:24].[OH-:25]>>[c:2]1([C:23](=[O:22])[OH:24])[c:3](-[c:11]2[cH:12][cH:13][cH:14][cH:15][cH:16]2)[cH:4][cH:5][c:6]2[c:7]1[CH2:8][CH2:9][O:10]2. Reactants: C(C(=O)Cl)(=O)Cl (Oxalyl chloride), C(C)(C)N1CCC(CC1)OC=1C=C(C(=O)O)C=CC1 (3-(N-isopropylpiperidin-4-yloxy)benzoic acid), resultant mixture. The reagents and catalysts are CN(C)C=O (DMF). The solvent is C(Cl)Cl (methylene chloride). The product is C(C)(C)N1CCC(CC1)OC=1C=C(C(=O)Cl)C=CC1 (3-(N-isopropylpiperidin-4-yloxy)benzoyl chloride). As a reaction SMILES: [C:1](Cl)(=O)[C:2]([Cl:4])=[O:3].[CH:7]([N:10]1[CH2:15][CH2:14][CH:13]([O:16][C:17]2[CH:18]=C([CH:23]=[CH:24][CH:25]=2)C(O)=O)[CH2:12][CH2:11]1)([CH3:9])[CH3:8]>CN(C=O)C.C(Cl)Cl>[CH:7]([N:10]1[CH2:11][CH2:12][CH:13]([O:16][C:17]2[CH:18]=[C:1]([CH:23]=[CH:24][CH:25]=2)[C:2]([Cl:4])=[O:3])[CH2:14][CH2:15]1)([CH3:9])[CH3:8]. Procedure details: Oxalyl chloride (0.34 ml) was added to a stirred mixture of 3-(N-isopropylpiperidin-4-yloxy)benzoic acid (0.782 g), DMF (2 drops) and methylene chloride (20 ml) which had been cooled in an ice bath. The resultant mixture was stirred at ambient temperature for 4 hours. The mixture was evaporated and the 3-(N-isopropylpiperidin-4-yloxy)benzoyl chloride so obtained was dissolved in methylene chloride (20 ml). Starting materials: Brc1ccc2[nH]c3c(c2c1)CCCC3, CN(C)C=O, [H-], CCI, [Na+]. Product: CCn1c2c(c3cc(Br)ccc31)CCCC2. Reaction SMILES: [Br:1][c:2]1[cH:3][cH:4][c:5]2[nH:6][c:7]3[c:12]([c:13]2[cH:14]1)[CH2:11][CH2:10][CH2:9][CH2:8]3.[CH3:20][N:21]([CH3:22])[CH:23]=[O:24].[H-:15].[I:17][CH2:18][CH3:19].[Na+:16]>>[Br:1][c:2]1[cH:3][cH:4][c:5]2[n:6]([CH2:18][CH3:19])[c:7]3[c:12]([c:13]2[cH:14]1)[CH2:11][CH2:10][CH2:9][CH2:8]3. Reactants: C(C1=CC=CC=C1)N1CCC(CC1)(O)C=1C=NC=CC1 (1-benzyl-4-(pyridin-3-yl)piperidin-4-ol), C(=O)[O-].[NH4+] (ammonium formate). The reagents and catalysts are [Pd] (Palladium on charcoal). The solvent is CO (methanol), C(Cl)(Cl)Cl (chloroform), CO (methanol). Conditions: temperature 68 celsius. The product is N1=CC(=CC=C1)C1(CCNCC1)O (4-(Pyridin-3-yl)piperidin-4-ol). As a reaction SMILES: C([N:8]1[CH2:13][CH2:12][C:11]([C:15]2[CH:16]=[N:17][CH:18]=[CH:19][CH:20]=2)([OH:14])[CH2:10][CH2:9]1)C1C=CC=CC=1.C([O-])=O.[NH4+]>[Pd].CO.C(Cl)(Cl)Cl>[N:17]1[CH:18]=[CH:19][CH:20]=[C:15]([C:11]2([OH:14])[CH2:10][CH2:9][NH:8][CH2:13][CH2:12]2)[CH:16]=1 |f:1.2|. Reported procedure: (Apparatus: 1 I three-necked flask with condenser) Palladium on charcoal (10%, catalytic amount) was added to a solution of 1-benzyl-4-(pyridin-3-yl)piperidin-4-ol (32 g) in methanol (220 ml), followed by ammonium formate solution (22.7 g in 50 ml of water). The reaction mixture was refluxed at 68° C. overnight. Thin layer chromatography control: 20% methanol in chloroform. The mixture was filtered over Celite and the filtrate was concentrated in vacuo. The residue was washed with acetone (100 m...